This data is from the Open Reaction Database (ORD), a public repository of structured organic reaction records. The task is: describe an organic reaction: reactants, conditions, products, and yield The reactants are OC(CNCCCCCC)CNCCCCCCCCCCCC (9-hydroxy-7,11-diaza-tricosane), C1(CCC(=O)O1)=O (succinic anhydride), C1(CCC(=O)O1)=O (succinic anhydride). Solvent: CCOCC (ether). Yields the product C(CCCCCCCCCCC)N(C(CCC(=O)O)=O)CC(CN(C(CCC(=O)O)=O)CCCCCC)O (4-dodecyl-8-hexyl-3,9-dioxo-6-hydroxy-4,8-diaza-1,11-undecanedicarboxylic acid). The yield is 103.8%. As a reaction SMILES: [OH:1][CH:2]([CH2:11][NH:12][CH2:13][CH2:14][CH2:15][CH2:16][CH2:17][CH2:18][CH2:19][CH2:20][CH2:21][CH2:22][CH2:23][CH3:24])[CH2:3][NH:4][CH2:5][CH2:6][CH2:7][CH2:8][CH2:9][CH3:10].[C:25]1(=[O:31])[O:30][C:28](=[O:29])[CH2:27][CH2:26]1>CCOCC>[CH2:13]([N:12]([CH2:11][CH:2]([OH:1])[CH2:3][N:4]([CH2:5][CH2:6][CH2:7][CH2:8][CH2:9][CH3:10])[C:25](=[O:31])[CH2:26][CH2:27][C:28]([OH:30])=[O:29])[C:25](=[O:31])[CH2:26][CH2:27][C:28]([OH:30])=[O:29])[CH2:14][CH2:15][CH2:16][CH2:17][CH2:18][CH2:19][CH2:20][CH2:21][CH2:22][CH2:23][CH3:24]. Reported procedure: A reactor was charged with 20 g (0.053 mole) of 9-hydroxy-7,11-diaza-tricosane, 13 g (0.130 mole) of succinic anhydride and 300 ml of anhydrous ether, and the contents were refluxed for 5 hours. After completion of a reaction, insoluble succinic anhydride in an excess amount was removed by filtration, and an ether layer was washed with water. The ether was distilled off under reduced pressure, thereby obtaining 30 g (0.055 mole) of 4-dodecyl-8-hexyl-3,9-dioxo-6-hydroxy-4,8-diaza-1,11-undecanedic... The reactants are COC(=O)c1ccc2[nH]cc(C(=O)C3C(C)(C)C3(C)C)c2c1, CS(=O)(=O)OCC1CCOCC1, [H-], [Na+], CC1(C)C(C(=O)c2cn(CC3CCOCC3)c3ccc(C(=O)O)cc23)C1(C)C, CN(C)C=O. Yields the product COC(=O)c1ccc2c(c1)c(C(=O)C1C(C)(C)C1(C)C)cn2CC1CCOCC1. Reaction SMILES: [CH3:1][O:2][C:3](=[O:4])[c:5]1[cH:6][c:7]2[c:8]([C:14](=[O:15])[CH:16]3[C:17]([CH3:21])([CH3:22])[C:18]3([CH3:19])[CH3:20])[cH:9][nH:10][c:11]2[cH:12][cH:13]1.[CH3:23][S:24]([O:25][CH2:28][CH:29]1[CH2:30][CH2:31][O:32][CH2:33][CH2:34]1)(=[O:26])=[O:27].[H-:36].[Na+:35].[O:37]1[CH2:38][CH2:39][CH:40]([CH2:41][n:42]2[c:43]3[c:44]([cH:45][c:46]([C:47]([OH:48])=[O:49])[cH:50][cH:51]3)[c:52]([C:53]([CH:54]3[C:55]([CH3:56])([CH3:57])[C:58]3([CH3:59])[CH3:60])=[O:61])[cH:62]2)[CH2:63][CH2:64]1.[O:65]=[CH:66][N:67]([CH3:68])[CH3:69]>>[CH3:1][O:2][C:3](=[O:4])[c:5]1[cH:6][c:7]2[c:8]([C:14](=[O:15])[CH:16]3[C:17]([CH3:21])([CH3:22])[C:18]3([CH3:19])[CH3:20])[cH:9][n:10]([CH2:28][CH:29]3[CH2:30][CH2:31][O:32][CH2:33][CH2:34]3)[c:11]2[cH:12][cH:13]1. The reactants are O=C([O-])[O-], CC(C)Cc1ccc(N)cc1, CN(C)C=O, CCOC(=O)CCCn1cc(C(=O)c2cccc(CCl)c2)c2ccccc21, [K+], [K+]. Product: CCOC(=O)CCCn1cc(C(=O)c2cccc(CNc3ccc(CC(C)C)cc3)c2)c2ccccc21. Reaction SMILES: [C:39](=[O:40])([O-:41])[O-:42].[CH2:28]([CH:29]([CH3:30])[CH3:31])[c:32]1[cH:33][cH:34][c:35]([NH2:36])[cH:37][cH:38]1.[CH3:45][N:46]([CH3:47])[CH:48]=[O:49].[Cl:1][CH2:2][c:3]1[cH:4][c:5]([C:6](=[O:7])[c:8]2[cH:9][n:10]([CH2:17][CH2:18][CH2:19][C:20](=[O:21])[O:22][CH2:23][CH3:24])[c:11]3[cH:12][cH:13][cH:14][cH:15][c:16]23)[cH:25][cH:26][cH:27]1.[K+:43].[K+:44]>>[CH2:2]([c:3]1[cH:4][c:5]([C:6](=[O:7])[c:8]2[cH:9][n:10]([CH2:17][CH2:18][CH2:19][C:20](=[O:21])[O:22][CH2:23][CH3:24])[c:11]3[cH:12][cH:13][cH:14][cH:15][c:16]23)[cH:25][cH:26][cH:27]1)[NH:36][c:35]1[cH:34][cH:33][c:32]([CH2:28][CH:29]([CH3:30])[CH3:31])[cH:38][cH:37]1.